Dataset: the Open Reaction Database (ORD), a public repository of structured organic reaction records. Task: describe an organic reaction: reactants, conditions, products, and yield Reactants: ClC1=CC2=C(C(C3=NC=CC=C3CS2)N2CCN(CC2)C(CC2CCNCC2)=O)C=C1 (4-(8-Chloro-5,11-dihydro-[1]benzothiepino[4,3-b]pyridin-11-yl)-1-(4-piperidine-acetyl)piperazine), [Si](C)(C)(C)N=C=O (TMSNCO). Solvent: C(Cl)Cl (CH2Cl2). Run at time 90 hour. The product is ClC1=CC2=C(C(C3=NC=CC=C3CS2)N2CCN(CC2)C(CC2CCN(CC2)C(=O)N)=O)C=C1 (4-[2-[4-(8-Chloro-5,11-dihydro-[1]benzothiepino[4,3-b]pyridin-11-yl)-1 -piperazinyl]-2-oxoethyl]-1 -piperidinecarboxamide). RXN SMILES: [Cl:1][C:2]1[CH:31]=[CH:30][C:5]2[CH:6]([N:15]3[CH2:20][CH2:19][N:18]([C:21](=[O:29])[CH2:22][CH:23]4[CH2:28][CH2:27][NH:26][CH2:25][CH2:24]4)[CH2:17][CH2:16]3)[C:7]3[C:12]([CH2:13][S:14][C:4]=2[CH:3]=1)=[CH:11][CH:10]=[CH:9][N:8]=3.[Si]([N:36]=[C:37]=[O:38])(C)(C)C>C(Cl)Cl>[Cl:1][C:2]1[CH:31]=[CH:30][C:5]2[CH:6]([N:15]3[CH2:20][CH2:19][N:18]([C:21](=[O:29])[CH2:22][CH:23]4[CH2:24][CH2:25][N:26]([C:37]([NH2:36])=[O:38])[CH2:27][CH2:28]4)[CH2:17][CH2:16]3)[C:7]3[C:12]([CH2:13][S:14][C:4]=2[CH:3]=1)=[CH:11][CH:10]=[CH:9][N:8]=3. Procedure: 4-(8-Chloro-5,11-dihydro-[1]benzothiepino[4,3-b]pyridin-11-yl)-1-(4-piperidine-acetyl)piperazine (270 mg, 0.591 mmol) was added to anhydrous CH2Cl2 (2.7 ml). TMSNCO (320 mg, 0.37 ml, 2.36 mmol) was added by syringe. The mixture was stirred at room temperature for 90 hours and then quenched with saturated NaHCO3. More water and CH2Cl2 were added, and the mixture was shaken and separated. The aqueous phase was extracted with CH2Cl2 (4×20 ml), and the combined organic phases were washed with brine,... Reactants: C(C)OC(CN1C=CC2=CC(=CC=C12)OCC=1C(=NC(=NC1)C1=CC=C(C=C1)C(F)(F)F)C)=O ({5-[4-methyl-2-(4-trifluoromethyl-phenyl)-pyrimidin-5-ylmethoxy]-indol-1-yl}-acetic acid ethyl ester), [OH-].[Li+] (lithium hydroxide). Solvent: C1CCOC1 (THF), CCOCC (ether). Yields the product CC1=NC(=NC=C1COC=1C=C2C=CN(C2=CC1)CC(=O)O)C1=CC=C(C=C1)C(F)(F)F ({5-[4-methyl-2-(4-trifluoromethyl-phenyl)-pyrimidin-5-ylmethoxy]-indol-1-yl}-acetic acid). Isolated yield 82.7%. RXN SMILES: C([O:3][C:4](=[O:34])[CH2:5][N:6]1[C:14]2[C:9](=[CH:10][C:11]([O:15][CH2:16][C:17]3[C:18]([CH3:33])=[N:19][C:20]([C:23]4[CH:28]=[CH:27][C:26]([C:29]([F:32])([F:31])[F:30])=[CH:25][CH:24]=4)=[N:21][CH:22]=3)=[CH:12][CH:13]=2)[CH:8]=[CH:7]1)C.[OH-].[Li+]>C1COCC1.CCOCC>[CH3:33][C:18]1[C:17]([CH2:16][O:15][C:11]2[CH:10]=[C:9]3[C:14](=[CH:13][CH:12]=2)[N:6]([CH2:5][C:4]([OH:34])=[O:3])[CH:7]=[CH:8]3)=[CH:22][N:21]=[C:20]([C:23]2[CH:28]=[CH:27][C:26]([C:29]([F:32])([F:30])[F:31])=[CH:25][CH:24]=2)[N:19]=1 |f:1.2|. Procedure details: 175 mg (0.37 mmol) {5-[4-methyl-2-(4-trifluoromethyl-phenyl)-pyrimidin-5-ylmethoxy]-indol-1-yl}-acetic acid ethyl ester and 0.75 ml 1N lithium hydroxide solution were stirred in 2 ml THF at RT for 2 h. The reaction mixture was taken up in ether and washed with 1N HCl and water. The crude product was suspended in ether/heptane 1:19 and the resulting crystals were filtered off to give 135 mg of pure {5-[4-methyl-2-(4-trifluoromethyl-phenyl)-pyrimidin-5-ylmethoxy]-indol-1-yl}-acetic acid.